This data is from the Open Reaction Database (ORD), a public repository of structured organic reaction records. The task is: describe an organic reaction: reactants, conditions, products, and yield The reactants are O (water), FC1=CN(C=C1F)C=1C=CC(=C(C1)O)[N+](=O)[O-] (5-(3,4-difluoro-1H-pyrrol-1-yl)-2-nitrophenol), C(C1=CC=CC=C1)Br (benzyl bromide), C([O-])([O-])=O.[K+].[K+] (potassium carbonate). Solvent: CN(C)C=O (DMF). Conditions: time 8 hour. Product: C(C1=CC=CC=C1)OC=1C=C(C=CC1[N+](=O)[O-])N1C=C(C(=C1)F)F (1-[3-(benzyloxy)-4-nitrophenyl]-3,4-difluoro-1H-pyrrole). As a reaction SMILES: [F:1][C:2]1[C:6]([F:7])=[CH:5][N:4]([C:8]2[CH:9]=[CH:10][C:11]([N+:15]([O-:17])=[O:16])=[C:12]([OH:14])[CH:13]=2)[CH:3]=1.[CH2:18](Br)[C:19]1[CH:24]=[CH:23][CH:22]=[CH:21][CH:20]=1.C(=O)([O-])[O-].[K+].[K+].O>CN(C=O)C>[CH2:18]([O:14][C:12]1[CH:13]=[C:8]([N:4]2[CH:3]=[C:2]([F:1])[C:6]([F:7])=[CH:5]2)[CH:9]=[CH:10][C:11]=1[N+:15]([O-:17])=[O:16])[C:19]1[CH:24]=[CH:23][CH:22]=[CH:21][CH:20]=1 |f:2.3.4|. Procedure details: A suspension of 5-(3,4-difluoro-1H-pyrrol-1-yl)-2-nitrophenol (6.39 g), benzyl bromide (3.48 mL) and potassium carbonate (5.51 g) in DMF (60 mL) was stirred at room temperature overnight. The reaction mixture was poured into water, and the mixture was extracted with ethyl acetate. The extract was washed with water and saturated brine, dried over anhydrous magnesium sulfate, and concentrated under reduced pressure. The residue was recrystallized from hexane/ethyl acetate to give the title compoun... Yields the product COc1cc(C(=O)N2Cc3cccn3Cc3ccccc32)ccc1-c1ccccc1C(F)(F)F. The reactants are COc1cc(C(=O)O)ccc1-c1ccccc1C(F)(F)F, CN(C)C=O, Cc1ccccc1, CCN(C(C)C)C(C)C, O=S(Cl)Cl, c1ccc2c(c1)Cn1cccc1CN2. RXN SMILES: [CH3:1][O:2][c:3]1[c:4](-[c:12]2[c:13]([C:18]([F:19])([F:20])[F:21])[cH:14][cH:15][cH:16][cH:17]2)[cH:5][cH:6][c:7]([C:9](=[O:10])[OH:11])[cH:8]1.[CH3:49][N:50]([CH3:51])[CH:52]=[O:53].[CH3:54][c:55]1[cH:56][cH:57][cH:58][cH:59][cH:60]1.[CH:40]([N:41]([CH2:42][CH3:43])[CH:44]([CH3:45])[CH3:46])([CH3:47])[CH3:48].[S:22]([Cl:23])([Cl:24])=[O:25].[cH:26]1[cH:27][cH:28][n:29]2[c:30]1[CH2:31][NH:32][c:33]1[c:34]([cH:36][cH:37][cH:38][cH:39]1)[CH2:35]2>>[CH3:1][O:2][c:3]1[c:4](-[c:12]2[c:13]([C:18]([F:19])([F:20])[F:21])[cH:14][cH:15][cH:16][cH:17]2)[cH:5][cH:6][c:7]([C:9](=[O:10])[N:32]2[CH2:31][c:30]3[cH:26][cH:27][cH:28][n:29]3[CH2:35][c:34]3[c:33]2[cH:39][cH:38][cH:37][cH:36]3)[cH:8]1. The reactants are CC(C)(C)OC(=O)N1CC(=O)C1, C1CCOC1, CC(C)[N-]C(C)C, COP(=O)(Cc1nc2c(N3CCOCC3)nc(Cl)nc2n1C)OC, [Li+]. Yields the product Cn1c(C=C2CN(C(=O)OC(C)(C)C)C2)nc2c(N3CCOCC3)nc(Cl)nc21. As a reaction SMILES: [C:33](=[O:34])([O:35][C:36]([CH3:37])([CH3:38])[CH3:39])[N:40]1[CH2:41][C:42](=[O:44])[CH2:43]1.[CH2:45]1[O:46][CH2:47][CH2:48][CH2:49]1.[CH3:26][CH:27]([N-:28][CH:29]([CH3:30])[CH3:31])[CH3:32].[Cl:1][c:2]1[n:3][c:4]([N:19]2[CH2:20][CH2:21][O:22][CH2:23][CH2:24]2)[c:5]2[n:6][c:7]([CH2:12][P:13](=[O:14])([O:15][CH3:16])[O:17][CH3:18])[n:8]([CH3:11])[c:9]2[n:10]1.[Li+:25]>>[Cl:1][c:2]1[n:3][c:4]([N:19]2[CH2:20][CH2:21][O:22][CH2:23][CH2:24]2)[c:5]2[n:6][c:7]([CH:12]=[C:42]3[CH2:41][N:40]([C:33](=[O:34])[O:35][C:36]([CH3:37])([CH3:38])[CH3:39])[CH2:43]3)[n:8]([CH3:11])[c:9]2[n:10]1. The reactants are 2-[(R)-N-tert-butyloxycarbonyl]amino-1-propanol, C(C)(=O)O[C@H]1[C@@H](O[C@@H]([C@H]1OC(C)=O)COC(C)=O)N1C2=NC(=NC(=C2N=C1)Cl)Cl (9-(2,3,5-tri-O-acetyl-β-D-ribofuranosyl)-2,6-dichloro-9H-purine), Cl.CN1C(=NC=C1)SC[C@@H](C)N ((R)-1-(1-methyl-2-imidazolyl)thio-2-propylamine hydrochloride), SC=1N(C=CN1)C (2-mercapto-1-methylimidazole), N (ammonia). The product is ClC=1N=C(C=2N=CN([C@H]3[C@H](O)[C@H](O)[C@@H](CO)O3)C2N1)N[C@@H](CSC=1N(C=CN1)C)C (2-Chloro-N-[(R)-1-(1-methyl-2-imidazolyl)thio-2-propyl]adenosine), 2-chloro-N[(R)-1-(1-methyl-2-imidazolyl)-thio-2-propyl]adenosine. Yield: 43.0%. As a reaction SMILES: Cl.[CH3:2][N:3]1[CH:7]=[CH:6][N:5]=[C:4]1[S:8][CH2:9][C@H:10]([NH2:12])[CH3:11].SC1N(C)C=CN=1.C([O:23][C@@H:24]1[C@H:28]([O:29]C(=O)C)[C@@H:27]([CH2:33][O:34]C(=O)C)[O:26][C@H:25]1[N:38]1[CH:46]=[N:45][C:44]2[C:39]1=[N:40][C:41]([Cl:48])=[N:42][C:43]=2Cl)(=O)C.N>>[Cl:48][C:41]1[N:42]=[C:43]([NH:12][C@H:10]([CH3:11])[CH2:9][S:8][C:4]2[N:3]([CH3:2])[CH:7]=[CH:6][N:5]=2)[C:44]2[N:45]=[CH:46][N:38]([C:39]=2[N:40]=1)[C@@H:25]1[O:26][C@H:27]([CH2:33][OH:34])[C@@H:28]([OH:29])[C@H:24]1[OH:23] |f:0.1|. Reported procedure: The title compound was prepared according to method A as described above in Example 1 by reacting (R)-1-(1-methyl-2-imidazolyl)thio-2-propylamine hydrochloride [prepared using the same method as described in Example 1 from 2-mercapto-1-methylimidazole (3.31 g, 29 mmol) and 2-[(R)-N-tert-butyloxycarbonyl]amino-1-propanol (5.08 g, 29 mmol) followed by acidic hydrolysis] (2.30 g, 11.1 mmol) with 9-(2,3,5-tri-O-acetyl-β-D-ribofuranosyl)-2,6-dichloro-9H-purine (2.46 g, 5.5 mmol), followed by debenzoy... The reactants are ICC(=O)OC(C)(C)C (t-butyl iodoacetate), [H-].[Na+] (NaH), [H][H] (hydrogen), Cl.NC1C(NC2=CC=CC=C2C1)=O (3-aminodihydrocarbostyrilhydrochloride). Run in C1CCOC1 (THF), C1CCOC1 (THF). Conditions: time 1 hour. The product is C(C)(C)(C)OC(=O)CN1C(=O)C(CC2=CC=CC=C12)N (1-t-butoxycarbonylmethyl-3 -aminodihydrocarbostyril). Yield: 73.0%. As a reaction SMILES: [H-].[Na+].Cl.[NH2:4][CH:5]1[CH2:14][C:13]2[C:8](=[CH:9][CH:10]=[CH:11][CH:12]=2)[NH:7][C:6]1=[O:15].[H][H].I[CH2:19][C:20]([O:22][C:23]([CH3:26])([CH3:25])[CH3:24])=[O:21]>C1COCC1>[C:23]([O:22][C:20]([CH2:19][N:7]1[C:8]2[C:13](=[CH:12][CH:11]=[CH:10][CH:9]=2)[CH2:14][CH:5]([NH2:4])[C:6]1=[O:15])=[O:21])([CH3:26])([CH3:25])[CH3:24] |f:0.1,2.3|. Reported procedure: To a suspension of 2.42 gm NaH (50% oil dispersion washed 3×hexanes) in 50 ml of THF at 0° C. was added solid 5 gm (0.025 mol) of 3-aminodihydrocarbostyrilhydrochloride (T. J. McCord, Arch. of Biochem. & Biophys. 102 48 (1963)) stirring at 0° C. until the evolution of hydrogen had ceased at which time the reaction mixture was warmed to room temperature and stirred a further 1 hour. To the stirred reaction mixture was added dropwise a solution of 6 gm of t-butyl iodoacetate in 20 ml of THF stirri...